This data is from the Open Reaction Database (ORD), a public repository of structured organic reaction records. The task is: describe an organic reaction: reactants, conditions, products, and yield The reactants are C([O-])([O-])=O.[K+].[K+] (Potassium carbonate), C(C)I (ethyl iodide), S.[Na] (Sodium hydrogen sulfide), ClC=1C(=NSN1)C=1C=NC=CC1 (3-(4-chloro-1,2,5-thiadiazol-3-yl)pyridine). Solvent: CN(C)C=O (DMF), O (Water). Conditions: time 30 minute. Product: C(C)SC=1C(=NSN1)C=1C=NC=CC1 (3-(4-ethylthio-1,2,5-thiadiazol-3-yl)pyridine). Reaction SMILES: [SH2:1].[Na].Cl[C:4]1[C:5]([C:9]2[CH:10]=[N:11][CH:12]=[CH:13][CH:14]=2)=[N:6][S:7][N:8]=1.C(=O)([O-])[O-].[K+].[K+].[CH2:21](I)[CH3:22]>CN(C=O)C.O>[CH2:21]([S:1][C:4]1[C:5]([C:9]2[CH:10]=[N:11][CH:12]=[CH:13][CH:14]=2)=[N:6][S:7][N:8]=1)[CH3:22] |f:0.1,3.4.5,^1:1|. Reported procedure: Sodium hydrogen sulfide (0.25 g, 3.3 mmol) was added to a solution of 3-(4-chloro-1,2,5-thiadiazol-3-yl)pyridine (0.59 g, 3 mmol) in DMF (20 ml) at room temperature and the reaction mixture was stirred for 30 min. Potassium carbonate (1.24 g, 9 mmol) and ethyl iodide (0.36 ml, 4.5 mmol) were added and the reaction mixture was stirred for additionally 10 min. Water (50 ml) was added and extracted with ether. The combined ether phases were dried and evaporated to give the title compound. Reactants: CC(C)(C)OC(=O)N1CCOc2c(Br)cccc2C1, [C-]#N, [C-]#N, CN(C)C=O, CCOC(C)=O, [Pd], [Zn+2], c1ccc(P(c2ccccc2)c2ccccc2)cc1, c1ccc(P(c2ccccc2)c2ccccc2)cc1, c1ccc(P(c2ccccc2)c2ccccc2)cc1, c1ccc(P(c2ccccc2)c2ccccc2)cc1. Product: CC(C)(C)OC(=O)N1CCOc2c(C#N)cccc2C1. As a reaction SMILES: [Br:1][c:2]1[cH:3][cH:4][cH:5][c:6]2[c:12]1[O:11][CH2:10][CH2:9][N:8]([C:13](=[O:14])[O:15][C:16]([CH3:17])([CH3:18])[CH3:19])[CH2:7]2.[C-:31]#[N:32].[C-:34]#[N:35].[CH3:20][N:21]([CH3:22])[CH:23]=[O:24].[CH3:25][CH2:26][O:27][C:28](=[O:29])[CH3:30].[Pd:36].[Zn+2:33].[c:37]1([P:38]([c:39]2[cH:40][cH:41][cH:42][cH:43][cH:44]2)[c:45]2[cH:46][cH:47][cH:48][cH:49][cH:50]2)[cH:51][cH:52][cH:53][cH:54][cH:55]1.[c:56]1([P:57]([c:58]2[cH:59][cH:60][cH:61][cH:62][cH:63]2)[c:64]2[cH:65][cH:66][cH:67][cH:68][cH:69]2)[cH:70][cH:71][cH:72][cH:73][cH:74]1.[c:75]1([P:76]([c:77]2[cH:78][cH:79][cH:80][cH:81][cH:82]2)[c:83]2[cH:84][cH:85][cH:86][cH:87][cH:88]2)[cH:89][cH:90][cH:91][cH:92][cH:93]1.[c:94]1([P:95]([c:96]2[cH:97][cH:98][cH:99][cH:100][cH:101]2)[c:102]2[cH:103][cH:104][cH:105][cH:106][cH:107]2)[cH:108][cH:109][cH:110][cH:111][cH:112]1>>[c:2]1([C:20]#[N:21])[cH:3][cH:4][cH:5][c:6]2[c:12]1[O:11][CH2:10][CH2:9][N:8]([C:13](=[O:14])[O:15][C:16]([CH3:17])([CH3:18])[CH3:19])[CH2:7]2. Starting materials: aqueous solution, [OH-].[K+] (potassium hydroxide), C(C)(=O)CC(C=O)(C1=CC=CC=C1)C1=CC=CC=C1 (3-acetyl-2,2-diphenylpropionaldehyde). Run in O1CCCC1 (tetrahydrofuran), CO (methanol). Conditions: time 2 hour. Yields the product C1(=CC=CC=C1)C1(C=CC(C1)=O)C1=CC=CC=C1 (4,4-diphenyl-2-cyclopenten-1-one). The yield is 87.6%. Reaction SMILES: [C:1]([CH2:4][C:5]([C:14]1[CH:19]=[CH:18][CH:17]=[CH:16][CH:15]=1)([C:8]1[CH:13]=[CH:12][CH:11]=[CH:10][CH:9]=1)[CH:6]=O)(=[O:3])[CH3:2].[OH-].[K+]>O1CCCC1.CO>[C:8]1([C:5]2([C:14]3[CH:19]=[CH:18][CH:17]=[CH:16][CH:15]=3)[CH2:4][C:1](=[O:3])[CH:2]=[CH:6]2)[CH:13]=[CH:12][CH:11]=[CH:10][CH:9]=1 |f:1.2|. Reported procedure: To a solution of 3-acetyl-2,2-diphenylpropionaldehyde (48.9 g) in a mixture of tetrahydrofuran (55 ml) and methanol (30 ml) was added 10% aqueous solution of potassium hydroxide (15 ml) at room temperature. The solution was stirred for 2 hours and evaporated in vacuo. To the residue was added brine and extracted with diethyl ether. The extract was washed with brine, dried over sodium sulfate and evaporated in vacuo. The residue was purified by column chromatography on silica gel with a mixture o... The reactants are COC(OC)OC, CO, O=C1CCN(c2ccc([N+](=O)[O-])cc2)CC1F, O, Cc1ccc(S(=O)(=O)O)cc1. Product: COC1(OC)CCN(c2ccc([N+](=O)[O-])cc2)CC1F. RXN SMILES: [CH3:18][O:19][CH:20]([O:21][CH3:22])[O:23][CH3:24].[CH3:37][OH:38].[F:1][CH:2]1[CH2:3][N:4]([c:9]2[cH:10][cH:11][c:12]([N+:15](=[O:16])[O-:17])[cH:13][cH:14]2)[CH2:5][CH2:6][C:7]1=[O:8].[OH2:25].[c:26]1([CH3:27])[cH:28][cH:29][c:30]([S:31]([OH:32])(=[O:33])=[O:34])[cH:35][cH:36]1>>[F:1][CH:2]1[CH2:3][N:4]([c:9]2[cH:10][cH:11][c:12]([N+:15](=[O:16])[O-:17])[cH:13][cH:14]2)[CH2:5][CH2:6][C:20]1([O:19][CH3:18])[O:21][CH3:22]. Reactants: ClC1=C(N)C=C(C=C1)N1CCOCC1 (2-chloro-5-morpholinoaniline), ClC1=C(C(=NC2=CC(=CC(=C12)F)F)C1=NC=CC=C1)C (4-chloro-5,7-difluoro-3-methyl-2-(pyridin-2-yl)quinoline), C1(CCCCC1)P(C1(C(=C(C=C(C1)C(C)C)C(C)C)C1=CC=CC=C1)C(C)C)C1CCCCC1 (2-dicyclohexylphosphino-2,4,6,-tri-i-propyl-1,1-biphenyl), CC(C)C1=CC(=C(C(=C1)C(C)C)C2=C(C=CC=C2)P(C3CCCCC3)C4CCCCC4)C(C)C (X-Phos), CC(C)([O-])C.[Na+] (sodium tert-butoxide). The reagents and catalysts are C=1C=CC(=CC1)/C=C/C(=O)/C=C/C2=CC=CC=C2.C=1C=CC(=CC1)/C=C/C(=O)/C=C/C2=CC=CC=C2.C=1C=CC(=CC1)/C=C/C(=O)/C=C/C2=CC=CC=C2.[Pd].[Pd] (tris(dibenzylideneacetone)dipalladium). Solvent: O (water), C1(=CC=CC=C1)C (toluene). Conditions: temperature 100 celsius, time 18 hour. The product is ClC1=C(C=C(C=C1)N1CCOCC1)NC1=C(C(=NC2=CC(=CC(=C12)F)F)C1=NC=CC=C1)C (N-(2-chloro-5-morpholinophenyl)-5,7-difluoro-3-methyl-2-(pyridin-2-yl)quinolin-4-amine). Reaction SMILES: [Cl:1][C:2]1[CH:8]=[CH:7][C:6]([N:9]2[CH2:14][CH2:13][O:12][CH2:11][CH2:10]2)=[CH:5][C:3]=1[NH2:4].Cl[C:16]1[C:25]2[C:20](=[CH:21][C:22]([F:27])=[CH:23][C:24]=2[F:26])[N:19]=[C:18]([C:28]2[CH:33]=[CH:32][CH:31]=[CH:30][N:29]=2)[C:17]=1[CH3:34].C1(P(C2CCCCC2)C2(C(C)C)CC(C(C)C)=CC(C(C)C)=C2C2C=CC=CC=2)CCCCC1.CC(C1C=C(C(C)C)C(C2C=CC=CC=2P(C2CCCCC2)C2CCCCC2)=C(C(C)C)C=1)C.CC(C)([O-])C.[Na+]>C1(C)C=CC=CC=1.C1C=CC(/C=C/C(/C=C/C2C=CC=CC=2)=O)=CC=1.C1C=CC(/C=C/C(/C=C/C2C=CC=CC=2)=O)=CC=1.C1C=CC(/C=C/C(/C=C/C2C=CC=CC=2)=O)=CC=1.[Pd].[Pd].O>[Cl:1][C:2]1[CH:8]=[CH:7][C:6]([N:9]2[CH2:14][CH2:13][O:12][CH2:11][CH2:10]2)=[CH:5][C:3]=1[NH:4][C:16]1[C:25]2[C:20](=[CH:21][C:22]([F:27])=[CH:23][C:24]=2[F:26])[N:19]=[C:18]([C:28]2[CH:33]=[CH:32][CH:31]=[CH:30][N:29]=2)[C:17]=1[CH3:34] |f:4.5,7.8.9.10.11|. Reported procedure: A mixture of 2-chloro-5-morpholinoaniline (0.14 g, 0.65 mmol), 4-chloro-5,7-difluoro-3-methyl-2-(pyridin-2-yl)quinoline (0.15 g, 0.54 mmol), 2-dicyclohexylphosphino-2,4,6,-tri-i-propyl-1,1-biphenyl, (X-Phos) (41.9 mg, 0.088 mmol), tris(dibenzylideneacetone)dipalladium (0) (20.7 mg, 0.023 mmol), and sodium tert-butoxide (0.16 g, 1.7 mmol) in dry toluene (3.0 mL) was degassed by nitrogen. The resulting reaction was heated to 100° C. and monitored with TLC and LC-MS. After 18 h, the reaction was co... Reactants: CCO, Cl, Nc1nc(Cl)c(NC=O)c(Cl)n1. The product is Nc1nc(Cl)c(N)c(Cl)n1. RXN SMILES: [CH3:13][CH2:14][OH:15].[ClH:16].[NH2:1][c:2]1[n:3][c:4]([Cl:12])[c:5]([NH:9][CH:10]=[O:11])[c:6]([Cl:8])[n:7]1>>[NH2:1][c:2]1[n:3][c:4]([Cl:12])[c:5]([NH2:9])[c:6]([Cl:8])[n:7]1.